describe an organic reaction: reactants, conditions, products, and yield From a dataset of the Open Reaction Database (ORD), a public repository of structured organic reaction records. Reactants: C=CC(COS(=O)(=O)c1ccc(C)cc1)Oc1ccccc1C=CC, ClCCl. The product is Cc1ccc(S(=O)(=O)OCC2C=Cc3ccccc3O2)cc1. Reaction SMILES: [CH3:1][c:2]1[cH:3][cH:4][c:5]([S:8](=[O:9])(=[O:10])[O:11][CH2:12][CH:13]([CH:14]=[CH2:25])[O:16][c:17]2[c:18]([CH:23]=[CH:15][CH3:24])[cH:19][cH:20][cH:21][cH:22]2)[cH:6][cH:7]1.[Cl:26][CH2:27][Cl:28]>>[CH3:1][c:2]1[cH:3][cH:4][c:5]([S:8](=[O:9])(=[O:10])[O:11][CH2:12][CH:13]2[CH:14]=[CH:23][c:18]3[c:17]([cH:22][cH:21][cH:20][cH:19]3)[O:16]2)[cH:6][cH:7]1. The reactants are O=C(CBr)c1ccc(O)c(CO)c1, Cc1ccc(S(=O)(=O)O)cc1, C=C(C)OC, ClCCl. Yields the product CC1(C)OCc2cc(C(=O)CBr)ccc2O1. RXN SMILES: [Br:6][CH2:7][C:8](=[O:9])[c:10]1[cH:11][c:12]([CH2:17][OH:18])[c:13]([OH:16])[cH:14][cH:15]1.[CH3:19][c:20]1[cH:21][cH:22][c:23]([S:24](=[O:25])(=[O:26])[OH:27])[cH:28][cH:29]1.[CH3:1][O:2][C:3](=[CH2:4])[CH3:5].[Cl:30][CH2:31][Cl:32]>>[C:3]1([CH3:4])([CH3:5])[O:16][c:13]2[c:12]([cH:11][c:10]([C:8]([CH2:7][Br:6])=[O:9])[cH:15][cH:14]2)[CH2:17][O:18]1. The reactants are C=O (Formaldehyde), C(C)(C)(C)OC(=O)N1CCC(CC1)COC1=C(C=C(C(=O)OCC)C=C1)OC (ethyl 4-(1-(tert-butoxycarbonyl)piperidin-4-ylmethoxy)-3-methoxybenzoate), Cl (hydrogen chloride), CCOCC (ether). Run in C(=O)O (formic acid). Reaction conditions: temperature 95 celsius, time 3 hour. Yields the product COC=1C=C(C(=O)OCC)C=CC1OCC1CCN(CC1)C (ethyl 3-methoxy-4-(1-methylpiperidin-4-ylmethoxy)benzoate). The yield is 111.9%. RXN SMILES: C=O.C(O[C:8]([N:10]1[CH2:15][CH2:14][CH:13]([CH2:16][O:17][C:18]2[CH:28]=[CH:27][C:21]([C:22]([O:24][CH2:25][CH3:26])=[O:23])=[CH:20][C:19]=2[O:29][CH3:30])[CH2:12][CH2:11]1)=O)(C)(C)C.Cl.CCOCC>C(O)=O>[CH3:30][O:29][C:19]1[CH:20]=[C:21]([CH:27]=[CH:28][C:18]=1[O:17][CH2:16][CH:13]1[CH2:12][CH2:11][N:10]([CH3:8])[CH2:15][CH2:14]1)[C:22]([O:24][CH2:25][CH3:26])=[O:23]. Procedure details: Formaldehyde (12M, 37% in water, 35 ml, 420 mmol) was added to a solution of ethyl 4-(1-(tert-butoxycarbonyl)piperidin-4-ylmethoxy)-3-methoxybenzoate (35 g, 89 mmol) in formic acid (35 ml). After stirring at 95° C. for 3 hours, the volatiles were removed by evaporation. The residue was dissolved in methylene chloride and 3M hydrogen chloride in ether (40 ml, 120 mmol) was added. After dilution with ether, the mixture was triturated until a solid was formed. The solid was collected by filtration,...